Dataset: the Open Reaction Database (ORD), a public repository of structured organic reaction records. Task: describe an organic reaction: reactants, conditions, products, and yield The reactants are FC(C(=O)C1=CC=CC=2NN=NC21)(F)F (Trifluoroacetylbenzotriazole), C(CCC)C1CCC(CC1)C1CCC(CC1)O (4-(4-butyl-cyclohexyl)cyclohexanol). The solvent is C1CCOC1 (THF). The product is C(CCC)C1CCC(CC1)C1CCC(CC1)OC(C(F)(F)F)=O (trifluoroacetic acid 4-(4-butylcyclohexyl)cyclohexyl ester). As a reaction SMILES: [F:1][C:2]([F:15])([F:14])[C:3](C1C2N=NNC=2C=CC=1)=[O:4].[CH2:16]([CH:20]1[CH2:25][CH2:24][CH:23]([CH:26]2[CH2:31][CH2:30][CH:29]([OH:32])[CH2:28][CH2:27]2)[CH2:22][CH2:21]1)[CH2:17][CH2:18][CH3:19]>C1COCC1>[CH2:16]([CH:20]1[CH2:25][CH2:24][CH:23]([CH:26]2[CH2:27][CH2:28][CH:29]([O:32][C:3](=[O:4])[C:2]([F:15])([F:14])[F:1])[CH2:30][CH2:31]2)[CH2:22][CH2:21]1)[CH2:17][CH2:18][CH3:19]. Reported procedure: Trifluoroacetylbenzotriazole in an amount of 7.5 g (35 mmol) was dissolved in 75 ml of THF, 4.6 g (19 mmol) of 4-(4-butyl-cyclohexyl)cyclohexanol was added thereto, they were refluxed for 1 hour, and then the solvent was distilled off. After the residue was purified by column chromatography on silica gel (eluent: heptane/ethyl acetate=5/1), the solvent was distilled off, the residue was subjected twice to recrystallization by using heptane to give 1.5 g (4.5 mmol) of trifluoroacetic acid 4-(4-bu... Reaction SMILES: [C:1]([O:4][CH2:5][C:6]1[CH2:7][S:8][C@@H:9]2[CH:16]([NH:17][C:18]3[N:19]([CH2:23][CH2:24][CH2:25][C:26]([O:28]C(C)(C)C)=[O:27])[CH:20]=[CH:21][N:22]=3)[C:15](=[O:33])[N:10]2[C:11]=1[C:12]([OH:14])=[O:13])(=[O:3])[CH3:2].C(O)(C(F)(F)F)=O>>[C:1]([O:4][CH2:5][C:6]1[CH2:7][S:8][C@@H:9]2[CH:16]([NH:17][C:18]3[N:19]([CH2:23][CH2:24][CH2:25][C:26]([OH:28])=[O:27])[CH:20]=[CH:21][N:22]=3)[C:15](=[O:33])[N:10]2[C:11]=1[C:12]([OH:14])=[O:13])(=[O:3])[CH3:2]. Yields the product C(C)(=O)OCC=1CS[C@H]2N(C1C(=O)O)C(C2NC=2N(C=CN2)CCCC(=O)O)=O (3-acetoxymethyl-7-[1-(3-carboxypropyl)imidazol-2-yl]amino ceph-3-em-4-carboxylic acid). Starting materials: C(C)(=O)OCC=1CS[C@H]2N(C1C(=O)O)C(C2NC=2N(C=CN2)CCCC(=O)OC(C)(C)C)=O (3-Acetoxymethyl-7-[1-(3-t-butoxycarbonylpropyl)imidazol-2-yl]aminoceph-3-em-4-carboxylic acid), C(=O)(C(F)(F)F)O (TFA). Reported procedure: 3-Acetoxymethyl-7-[1-(3-t-butoxycarbonylpropyl)imidazol-2-yl]aminoceph-3-em-4-carboxylic acid was treated with TFA according to the process of Example 39, except that product was isolated by trituration, to give 3-acetoxymethyl-7-[1-(3-carboxypropyl)imidazol-2-yl]amino ceph-3-em-4-carboxylic acid, having the following n.m.r. spectrum in d6DMSO+CD3CO2D: 1.6-2.4 (m, 4H); 2.0 (s, 3H); 3.5 (d, 1H); 3.7 (d, 1H); 4.0 (t, 2H); 4.7 (d, 1H); 5.0 (d, 1H); 5.2 (d, 1H); 5.6 (s, 1H); 7.1 (m, 2H). The reactants are [Br-].COC[P+](C1=CC=CC=C1)(C1=CC=CC=C1)C1=CC=CC=C1 (methoxymethyltriphenylphosphonium bromide), [NH2-].[Na+] (sodium amide), COC1=C(C=O)C=CC=C1OC (2,3-dimethoxybenzaldehyde). Run in O (water), C1CCOC1 (THF), C1CCOC1 (THF). Reaction conditions: time 15 minute. Yields the product COC=CC1=C(C(=CC=C1)OC)OC (2-(2,3-dimethoxyphenyl)ethenyl methyl ether). Isolated yield 83.0%. RXN SMILES: [Br-].[CH3:2][O:3][CH2:4][P+](C1C=CC=CC=1)(C1C=CC=CC=1)C1C=CC=CC=1.[NH2-].[Na+].[CH3:26][O:27][C:28]1[C:35]([O:36][CH3:37])=[CH:34][CH:33]=[CH:32][C:29]=1[CH:30]=O>C1COCC1.O>[CH3:2][O:3][CH:4]=[CH:30][C:29]1[CH:32]=[CH:33][CH:34]=[C:35]([O:36][CH3:37])[C:28]=1[O:27][CH3:26] |f:0.1,2.3|. Procedure details: THF (15 mL) was added to a mixture of methoxymethyltriphenylphosphonium bromide and sodium amide (mfd. by Aldrich Chemical Co.; 3.0 g, 6.9 mmol) at room temperature and stirred for 15 minutes. To the resulting orange-colored suspension was added a solution of 2,3-dimethoxybenzaldehyde (997 mg, 6.00 mmol) in THF (5 mL), and stirred for 3 hours. The reaction mixture was diluted with water and extracted three times with ethyl acetate. The extract solution was washed with a saturated aqueous sodium ... The reactants are [Br-].C[N+](CCCNC)(C)C (N,N,N-trimethyl-[3-(methylamino)]-1-propanaminium bromide), Cl (hydrochloric acid), O1CCC1 (oxetane), [Br-].OCCCN(C)CCC[N+](C)(C)C (3[N'-(3-hydroxypropyl)-N'-methylamino]-N,N,N-trimethyl-1-propanaminium bromide). Product: Cl.[Cl-].OCCCN(C)CCC[N+](C)(C)C (3-[N'-(3-hydroxypropyl)-N'-methylamino]-N,N,N-trimethyl-1-propanaminium chloride hydrochloride). RXN SMILES: [Br-].C[N+](C)(C)CCCNC.O1CCC1.[Br-].[OH:16][CH2:17][CH2:18][CH2:19][N:20]([CH2:22][CH2:23][CH2:24][N+:25]([CH3:28])([CH3:27])[CH3:26])[CH3:21].[ClH:29]>>[ClH:29].[Cl-:29].[OH:16][CH2:17][CH2:18][CH2:19][N:20]([CH2:22][CH2:23][CH2:24][N+:25]([CH3:28])([CH3:27])[CH3:26])[CH3:21] |f:0.1,3.4,6.7.8|. Procedure details: The process, according to claim 1, which comprises reacting N,N,N-trimethyl-[3-(methylamino)]-1-propanaminium bromide with oxetane in aqueous solution at a temperature of about 100° C., thereby forming 3[N'-(3-hydroxypropyl)-N'-methylamino]-N,N,N-trimethyl-1-propanaminium bromide, reacting the latter compound with aqueous hydrochloric acid to form 3-[N'-(3-hydroxypropyl)-N'-methylamino]-N,N,N-trimethyl-1-propanaminium chloride hydrochloride, and reacting the said 3-[N'-(3-hydroxypropyl)-N'-methy...